From a dataset of the Open Reaction Database (ORD), a public repository of structured organic reaction records. describe an organic reaction: reactants, conditions, products, and yield Run at temperature 60 celsius, time 18 hour. Run in C(C)O (ethanol). As a reaction SMILES: Br[CH2:2][C:3]([C:5]1[CH:10]=[C:9]([F:11])[CH:8]=[CH:7][C:6]=1[F:12])=O.[NH2:13][C:14]1[CH:15]=[C:16]([CH:21]=[CH:22][N:23]=1)[C:17]([O:19][CH3:20])=[O:18]>C(O)C>[F:12][C:6]1[CH:7]=[CH:8][C:9]([F:11])=[CH:10][C:5]=1[C:3]1[N:13]=[C:14]2[CH:15]=[C:16]([C:17]([O:19][CH3:20])=[O:18])[CH:21]=[CH:22][N:23]2[CH:2]=1. Procedure: 2-Bromo-1-(2,5-difluorophenyl)ethanone (1.5 g) was added to an ethanol (8.2 ml) solution of methyl 2-aminoisonicotinate (1.0 g), and the obtained mixture was then stirred in a nitrogen atmosphere at 60° C. for 18 hours. Thereafter, 2-bromo-1-(2,5-difluorophenyl)ethanone (0.77 g) was added to the reaction solution, and the obtained mixture was then stirred for 6 hours at the same temperature as described above. Thereafter, the reaction solution was concentrated under reduced pressure, and ethyl a... Yield: 135.9%. Reactants: BrCC(=O)C1=C(C=CC(=C1)F)F (2-Bromo-1-(2,5-difluorophenyl)ethanone), NC=1C=C(C(=O)OC)C=CN1 (methyl 2-aminoisonicotinate), BrCC(=O)C1=C(C=CC(=C1)F)F (2-bromo-1-(2,5-difluorophenyl)ethanone). The product is FC1=C(C=C(C=C1)F)C=1N=C2N(C=CC(=C2)C(=O)OC)C1 (methyl 2-(2,5-difluorophenyl)imidazo[1,2-a]pyridine-7-carboxylate). Starting materials: C(C)(C)(C)OC(=O)N1CCC(CC1)(F)C#N (tert-butyl-4-cyano-4-fluoropiperidine-1-carboxylate), B (borane). Run in C1CCOC1 (THF), C1CCOC1 (THF). Reaction conditions: time 30 minute. The product is NCC1(CCN(CC1)C(=O)OC(C)(C)C)F (tert-butyl 4-(aminomethyl)-4-fluoropiperidine-1-carboxylate). RXN SMILES: [C:1]([O:5][C:6]([N:8]1[CH2:13][CH2:12][C:11]([C:15]#[N:16])([F:14])[CH2:10][CH2:9]1)=[O:7])([CH3:4])([CH3:3])[CH3:2].B>C1COCC1>[NH2:16][CH2:15][C:11]1([F:14])[CH2:10][CH2:9][N:8]([C:6]([O:5][C:1]([CH3:3])([CH3:2])[CH3:4])=[O:7])[CH2:13][CH2:12]1. Procedure details: To a 0° C. solution of 4-3 (8.83 g, 38.7 mmol) in 75 mL dry THF was added a solution of 1 M borane in THF (155 mL, 155 mmol) over 30 min. After 30 min more, the cold reaction was slowly quenched with EtOH (200 mL) and all solvent was removed in vacuo. The residue was taken up in saturated aq. NH4Cl/EtOAc (150 mL) and extracted with EtOAc (3×150 mL). The organic layers were washed with 1 N aq. NaOH, brine, dried over MgSO4, filtered, and concentrated in vacuo, giving crude 4-4 as a pale yellow oi... The reactants are CO, CC(=O)OCc1cccc(C(C)C)c1NC(=O)CC1c2ccccc2Oc2ccccc21, [Na+], [OH-], O. Yields the product CC(C)c1cccc(CO)c1NC(=O)CC1c2ccccc2Oc2ccccc21. As a reaction SMILES: [CH3:36][OH:37].[CH:3]([CH3:4])([CH3:5])[c:6]1[c:7]([NH:17][C:18]([CH2:19][CH:20]2[c:21]3[cH:22][cH:23][cH:24][cH:25][c:26]3[O:27][c:28]3[cH:29][cH:30][cH:31][cH:32][c:33]32)=[O:34])[c:8]([CH2:12][O:13][C:14](=[O:15])[CH3:16])[cH:9][cH:10][cH:11]1.[Na+:2].[OH-:1].[OH2:35]>>[CH:3]([CH3:4])([CH3:5])[c:6]1[c:7]([NH:17][C:18]([CH2:19][CH:20]2[c:21]3[cH:22][cH:23][cH:24][cH:25][c:26]3[O:27][c:28]3[cH:29][cH:30][cH:31][cH:32][c:33]32)=[O:34])[c:8]([CH2:12][OH:13])[cH:9][cH:10][cH:11]1. Product: CCCCCCCCCCC=Cc1cccc(OCCCC(=O)OCC)c1. Reaction SMILES: [Br:26][CH2:27][CH2:28][CH2:29][C:30](=[O:31])[O:32][CH2:33][CH3:34].[C:20](=[O:21])([O-:22])[O-:23].[CH3:36][C:37](=[O:38])[CH2:39][CH3:40].[CH:1](=[CH:2][CH2:3][CH2:4][CH2:5][CH2:6][CH2:7][CH2:8][CH2:9][CH2:10][CH2:11][CH3:12])[c:13]1[cH:14][c:15]([OH:19])[cH:16][cH:17][cH:18]1.[K+:24].[K+:25].[OH2:35]>>[CH:1](=[CH:2][CH2:3][CH2:4][CH2:5][CH2:6][CH2:7][CH2:8][CH2:9][CH2:10][CH2:11][CH3:12])[c:13]1[cH:14][c:15]([O:19][CH2:27][CH2:28][CH2:29][C:30](=[O:31])[O:32][CH2:33][CH3:34])[cH:16][cH:17][cH:18]1. Starting materials: CCOC(=O)CCCBr, O=C([O-])[O-], CCC(C)=O, CCCCCCCCCCC=Cc1cccc(O)c1, [K+], [K+], O.